This data is from the Open Reaction Database (ORD), a public repository of structured organic reaction records. The task is: describe an organic reaction: reactants, conditions, products, and yield Starting materials: CC(=O)[O-], CC(=O)[O-], O=C([O-])O, CCC(CC)(c1ccc(C#CC2(O[Si](C)(C)C)CCOCC2)c(C)c1)c1ccc(B2OC(C)(C)C(C)(C)O2)c(C)c1, COC(=O)Cc1ccc(Br)cc1, Cc1ccccc1, COc1cccc(OC)c1-c1ccccc1P(C1CCCCC1)C1CCCCC1, [K+], [K+], [K+], [Na+], O, O=P([O-])([O-])[O-], [Pd+2]. Yields the product CCC(CC)(c1ccc(C#CC2(O[Si](C)(C)C)CCOCC2)c(C)c1)c1ccc(-c2ccc(CC(=O)OC)cc2)c(C)c1. As a reaction SMILES: [C:103]([O-:104])(=[O:105])[CH3:106].[C:108]([O-:109])(=[O:110])[CH3:111].[C:91](=[O:92])([OH:93])[O-:94].[CH2:50]([CH3:51])[C:52]([CH2:53][CH3:54])([c:55]1[cH:56][c:57]([CH3:70])[c:58]([B:61]2[O:62][C:63]([CH3:64])([CH3:65])[C:66]([CH3:67])([CH3:68])[O:69]2)[cH:59][cH:60]1)[c:71]1[cH:72][c:73]([CH3:90])[c:74]([C:77]#[C:78][C:79]2([O:85][Si:86]([CH3:87])([CH3:88])[CH3:89])[CH2:80][CH2:81][O:82][CH2:83][CH2:84]2)[cH:75][cH:76]1.[CH3:1][O:2][C:3]([CH2:4][c:5]1[cH:6][cH:7][c:8]([Br:11])[cH:9][cH:10]1)=[O:12].[CH3:96][c:97]1[cH:98][cH:99][cH:100][cH:101][cH:102]1.[CH:13]1([P:14]([CH:15]2[CH2:16][CH2:17][CH2:18][CH2:19][CH2:20]2)[c:21]2[cH:22][cH:23][cH:24][cH:25][c:26]2-[c:27]2[c:28]([O:29][CH3:30])[cH:31][cH:32][cH:33][c:34]2[O:35][CH3:36])[CH2:37][CH2:38][CH2:39][CH2:40][CH2:41]1.[K+:47].[K+:48].[K+:49].[Na+:95].[OH2:112].[P:42]([O-:43])([O-:44])([O-:45])=[O:46].[Pd+2:107]>>[CH3:1][O:2][C:3]([CH2:4][c:5]1[cH:6][cH:7][c:8](-[c:58]2[c:57]([CH3:70])[cH:56][c:55]([C:52]([CH2:50][CH3:51])([CH2:53][CH3:54])[c:71]3[cH:72][c:73]([CH3:90])[c:74]([C:77]#[C:78][C:79]4([O:85][Si:86]([CH3:87])([CH3:88])[CH3:89])[CH2:80][CH2:81][O:82][CH2:83][CH2:84]4)[cH:75][cH:76]3)[cH:60][cH:59]2)[cH:9][cH:10]1)=[O:12]. The reactants are C[C@H]1N(CCC1)CCC=1OC2=C(C1)C=C(C=C2)C=2C=C(C=CC2)C(C)=O (1-[3-(2-{2-[(2R)-2-methyl-1-pyrrolidinyl]ethyl}-1-benzofuran-5-yl)phenyl]ethanone), [BH4-].[Na+] (sodium borohydride). The solvent is C(C)O (ethanol), O1CCCC1 (tetrahydrofuran). Reaction conditions: temperature 60 celsius. The product is C[C@H]1N(CCC1)CCC=1OC2=C(C1)C=C(C=C2)C=2C=C(C=CC2)C(C)O (1-[3-(2-{2-[(2R)-2-methyl-1-pyrrolidinyl]ethyl}-1-benzofuran-5-yl)phenyl]ethanol). The yield is 11.0%. Reaction SMILES: [CH3:1][C@@H:2]1[CH2:6][CH2:5][CH2:4][N:3]1[CH2:7][CH2:8][C:9]1[O:10][C:11]2[CH:17]=[CH:16][C:15]([C:18]3[CH:19]=[C:20]([C:24](=[O:26])[CH3:25])[CH:21]=[CH:22][CH:23]=3)=[CH:14][C:12]=2[CH:13]=1.[BH4-].[Na+]>C(O)C.O1CCCC1>[CH3:1][C@@H:2]1[CH2:6][CH2:5][CH2:4][N:3]1[CH2:7][CH2:8][C:9]1[O:10][C:11]2[CH:17]=[CH:16][C:15]([C:18]3[CH:19]=[C:20]([CH:24]([OH:26])[CH3:25])[CH:21]=[CH:22][CH:23]=3)=[CH:14][C:12]=2[CH:13]=1 |f:1.2|. Procedure: The product from Example 136C (46 mg, 0.12 mmol) in ethanol (2 mL) and tetrahydrofuran (0.5 mL) was treated with sodium borohydride. The mixture was concentrated and passed through a short column of silica with a gradient of 2 to 10% MeOH/CH2Cl2. The resulting residue rinsed with ether, dissolved into methanol (1 mL), treated with 0.1 M aqueous hydrochloric acid (0.2 mL) heated at 60° C. for three hours, treated with more 0.1 M aqueous hydrochloric acid (0.05 mL), heated at 60° C. for one hour, ... Starting materials: NS(=O)(=O)C1=CC2=C(NC(NS2(=O)=O)CC2=CC=C(OC3C[C@H](N(C3)C([C@@H](CSC(C3=CC=CC=C3)=O)C)=O)C(=O)O)C=C2)C=C1Cl ((S)-4-[4-[[7-(Aminosulfonyl)-6-chloro-3,4-dihydro-1,1-dioxo-2H-1,2,4-benzothiadiazin-3-yl]methyl]phenoxy]-1-[(S)-3-(benzoylthio)-2-methyl-1-oxopropyl]-L-proline), CCOCC (ether), SC[C@H](C(=O)N1[C@H](C(=O)O)CCC1)C (1-[(S)-3-mercapto-2-methyl-1-oxopropyl]-L-proline). Run in CO (methanol), C(C)(=O)O (acetic acid), CO (methanol), C(Cl)Cl (methylene chloride). Reaction conditions: time 3 hour. Yields the product NS(=O)(=O)C1=CC2=C(NC(NS2(=O)=O)CC2=CC=C(OC3C[C@H](N(C3)C([C@@H](CS)C)=O)C(=O)O)C=C2)C=C1Cl ((S)-4-[4-[[7-(Aminosulfonyl)-6-chloro-3,4-dihydro-1,1-dioxo-2H-1,2,4-benzothiadiazin-3-yl]methyl]phenoxy]-1-[(S)-3-mercapto-2-methyl-1-oxopropyl]-L-proline). As a reaction SMILES: [NH2:1][S:2]([C:5]1[C:46]([Cl:47])=[CH:45][C:8]2[NH:9][CH:10]([CH2:15][C:16]3[CH:44]=[CH:43][C:19]([O:20][CH:21]4[CH2:25][N:24]([C:26](=[O:39])[C@H:27]([CH3:38])[CH2:28][S:29]C(=O)C5C=CC=CC=5)[C@H:23]([C:40]([OH:42])=[O:41])[CH2:22]4)=[CH:18][CH:17]=3)[NH:11][S:12](=[O:14])(=[O:13])[C:7]=2[CH:6]=1)(=[O:4])=[O:3].CCOCC.SC[C@@H](C)C(N1CCC[C@H]1C(O)=O)=O>C(O)(=O)C.CO.C(Cl)Cl>[NH2:1][S:2]([C:5]1[C:46]([Cl:47])=[CH:45][C:8]2[NH:9][CH:10]([CH2:15][C:16]3[CH:44]=[CH:43][C:19]([O:20][CH:21]4[CH2:25][N:24]([C:26](=[O:39])[C@H:27]([CH3:38])[CH2:28][SH:29])[C@H:23]([C:40]([OH:42])=[O:41])[CH2:22]4)=[CH:18][CH:17]=3)[NH:11][S:12](=[O:14])(=[O:13])[C:7]=2[CH:6]=1)(=[O:3])=[O:4]. Procedure details: The product from Example 1 (0.3 g., 0.4 mmole) is dissolved in 50 ml. of argon purged sodium hydroxide (2.5%) and stirred at 25° for 3 hours. The solution is acidified with 10% potassium bisulfate and extracted with ethyl acetate. The organics are dried (Na2SO4) and evaporated. Trituration with ether gives a solid. Chromatography on 50 g. of LH-20 in methanol and pooling and evaporation of the product containing fractions gives a glass. Trituration with ether gives 0.2 g. of (S)-4-[[7-(aminosulf... Starting materials: CNc1cc(C)nc2c1c(=O)n(CCCCC(C)OC(C)=O)c(=O)n2C, CO, [K+], [OH-], O. Yields the product CNc1cc(C)nc2c1c(=O)n(CCCCC(C)O)c(=O)n2C. RXN SMILES: [C:1](=[O:2])([CH3:3])[O:4][CH:5]([CH2:6][CH2:7][CH2:8][CH2:9][n:10]1[c:11](=[O:25])[n:12]([CH3:24])[c:13]2[c:14]([c:15]1=[O:16])[c:17]([NH:22][CH3:23])[cH:18][c:19]([CH3:21])[n:20]2)[CH3:26].[CH3:29][OH:30].[K+:28].[OH-:27].[OH2:31]>>[OH:4][CH:5]([CH2:6][CH2:7][CH2:8][CH2:9][n:10]1[c:11](=[O:25])[n:12]([CH3:24])[c:13]2[c:14]([c:15]1=[O:16])[c:17]([NH:22][CH3:23])[cH:18][c:19]([CH3:21])[n:20]2)[CH3:26]. Starting materials: CC(C=O)(C)N(C1COC1)C (2-methyl-2-[methyl(oxetan-3-yl)amino]propanal), NC1=C2C(=NC=N1)N(N=C2C2=C(C=C(C=C2)OC2=CC=CC=C2)F)[C@H]2CN(CCC2)C(CC#N)=O (3-[(3R)-3-[4-amino-3-(2-fluoro-4-phenoxy-phenyl)pyrazolo[3,4-d]pyrimidin-1-yl]-1-piperidyl]-3-oxo-propanenitrile), N1CCCC1 (pyrrolidine), [Si](C)(C)(C)Cl (TMS-Cl). Reaction conditions: time 10 minute. The product is NC1=C2C(=NC=N1)N(N=C2C2=C(C=C(C=C2)OC2=CC=CC=C2)F)[C@H]2CN(CCC2)C(=O)C(C#N)=CC(C)(N(C2COC2)C)C (2-[(3R)-3-[4-amino-3-(2-fluoro-4-phenoxy-phenyl)pyrazolo[3,4-d]pyrimidin-1-yl]piperidine-1-carbonyl]-4-methyl-4-[methyl(oxetan-3-yl)amino]pent-2-enenitrile). The yield is 92.4%. Reaction SMILES: [CH3:1][C:2]([N:6]([CH3:11])[CH:7]1[CH2:10][O:9][CH2:8]1)([CH3:5])[CH:3]=O.[NH2:12][C:13]1[N:18]=[CH:17][N:16]=[C:15]2[N:19]([C@@H:36]3[CH2:41][CH2:40][CH2:39][N:38]([C:42](=[O:46])[CH2:43][C:44]#[N:45])[CH2:37]3)[N:20]=[C:21]([C:22]3[CH:27]=[CH:26][C:25]([O:28][C:29]4[CH:34]=[CH:33][CH:32]=[CH:31][CH:30]=4)=[CH:24][C:23]=3[F:35])[C:14]=12.N1CCCC1.[Si](Cl)(C)(C)C>>[NH2:12][C:13]1[N:18]=[CH:17][N:16]=[C:15]2[N:19]([C@@H:36]3[CH2:41][CH2:40][CH2:39][N:38]([C:42]([C:43](=[CH:3][C:2]([CH3:1])([N:6]([CH3:11])[CH:7]4[CH2:10][O:9][CH2:8]4)[CH3:5])[C:44]#[N:45])=[O:46])[CH2:37]3)[N:20]=[C:21]([C:22]3[CH:27]=[CH:26][C:25]([O:28][C:29]4[CH:30]=[CH:31][CH:32]=[CH:33][CH:34]=4)=[CH:24][C:23]=3[F:35])[C:14]=12. Procedure details: The mixture of 2-methyl-2-[methyl(oxetan-3-yl)amino]propanal (66.69 mg, 0.42 mmol), 3-[(3R)-3-[4-amino-3-(2-fluoro-4-phenoxy-phenyl)pyrazolo[3,4-d]pyrimidin-1-yl]-1-piperidyl]-3-oxo-propanenitrile (100 mg, 0.2100 mmol) and pyrrolidine (0.1 mL, 1.27 mmol) was stirred at room temperature for 10 min. The reaction mixture was cooled to 0° C., followed by addition of TMS-Cl (0.11 mL, 0.85 mmol). The ice bath was removed and the reaction mixture was stirred for another 1 hour at room temperature, chec... Reactants: ClC1=NC2=CC=C(C=C2C=C1C=O)OC (2-Chloro-6-methoxy-3-quinolinecarboxaldehyde), COC=1C=C(CC#N)C=CC1OC (3,4-dimethoxybenzyl cyanide). The product is ClC1=NC2=CC=C(C=C2C=C1\C=C(/C#N)\C1=CC(=C(C=C1)OC)OC)OC ((Z)-3-(2-chloro-6-methoxy-quinolin-3-yl)-2-(3,4-dimethoxy-phenyl)-acrylonitrile). Yield: 91.3%. As a reaction SMILES: [Cl:1][C:2]1[C:11]([CH:12]=O)=[CH:10][C:9]2[C:4](=[CH:5][CH:6]=[C:7]([O:14][CH3:15])[CH:8]=2)[N:3]=1.[CH3:16][O:17][C:18]1[CH:19]=[C:20]([CH:24]=[CH:25][C:26]=1[O:27][CH3:28])[CH2:21][C:22]#[N:23]>>[Cl:1][C:2]1[C:11](/[CH:12]=[C:21](/[C:20]2[CH:24]=[CH:25][C:26]([O:27][CH3:28])=[C:18]([O:17][CH3:16])[CH:19]=2)\[C:22]#[N:23])=[CH:10][C:9]2[C:4](=[CH:5][CH:6]=[C:7]([O:14][CH3:15])[CH:8]=2)[N:3]=1. Reported procedure: 2-Chloro-6-methoxy-3-quinolinecarboxaldehyde (500 mg) was condensed with 3,4-dimethoxybenzyl cyanide (400 mg) through Method A (production step 2), to thereby yield the target product (yield: 784 mg, 91%).